From a dataset of the Open Reaction Database (ORD), a public repository of structured organic reaction records. describe an organic reaction: reactants, conditions, products, and yield Reactants: OC1=C(N(C2=CC=CC=C12)C1=CC=CC=C1)C(CS(=O)(=O)C)=O (1-(3-hydroxy-1-phenyl-1H-indol-2-yl)-2-(methylsulfonyl) ethanone), C(C)O.C(C)(=O)O (ethanol acetic acid). The solvent is O (water). Product: CC(=O)C=1N(C2=CC=CC=C2C1O)C1=CC=CC=C1 (3-Hydroxy-1-phenyl-1H-indol-2-yl methyl ketone). RXN SMILES: [OH:1][C:2]1[C:10]2[C:5](=[CH:6][CH:7]=[CH:8][CH:9]=2)[N:4]([C:11]2[CH:16]=[CH:15][CH:14]=[CH:13][CH:12]=2)[C:3]=1[C:17](=[O:23])[CH2:18]S(C)(=O)=O.C(O)C.C(O)(=O)C>O>[CH3:18][C:17]([C:3]1[N:4]([C:11]2[CH:16]=[CH:15][CH:14]=[CH:13][CH:12]=2)[C:5]2[C:10]([C:2]=1[OH:1])=[CH:9][CH:8]=[CH:7][CH:6]=2)=[O:23] |f:1.2|. Procedure: In a manner analogous to that of Example 5, the title compound was prepared from 1-(3-hydroxy-1-phenyl-1H-indol-2-yl)-2-(methylsulfonyl) ethanone. The product was obtained as green needles of mpt. 127°-130° from the condensed ethanol-acetic acid filtrate by the addition of warm water, followed by slow cooling. Reactants: C(CCCCCCCCCCCCCCCCC)(=O)O (stearic acid), [O-2].[Zn+2] (zinc oxide), C(CCCCCCCCCCCCCCCCC)(=O)O (stearic acid), [O-2].[Zn+2] (zinc oxide), C(CCCCCCCCCCCCCCCCC)(=O)O (stearic acid). Procedure: A slight stoichiometric excess of stearic acid was added to the zinc oxide aqueous slurry. It was heated with agitation to 60° C. to melt the stearic acid. As the melt temperature is approached, the stearic acid reacted with the zinc oxide to produce fine particle size zinc stearate. Fine particle size zinc stearate is used in the rubber and paint industries. Conditions: temperature 60 celsius. RXN SMILES: [C:1]([OH:20])(=[O:19])[CH2:2][CH2:3][CH2:4][CH2:5][CH2:6][CH2:7][CH2:8][CH2:9][CH2:10][CH2:11][CH2:12][CH2:13][CH2:14][CH2:15][CH2:16][CH2:17][CH3:18].[O-2].[Zn+2:22]>>[C:1]([O-:20])(=[O:19])[CH2:2][CH2:3][CH2:4][CH2:5][CH2:6][CH2:7][CH2:8][CH2:9][CH2:10][CH2:11][CH2:12][CH2:13][CH2:14][CH2:15][CH2:16][CH2:17][CH3:18].[Zn+2:22].[C:1]([O-:20])(=[O:19])[CH2:2][CH2:3][CH2:4][CH2:5][CH2:6][CH2:7][CH2:8][CH2:9][CH2:10][CH2:11][CH2:12][CH2:13][CH2:14][CH2:15][CH2:16][CH2:17][CH3:18] |f:1.2,3.4.5|. The product is C(CCCCCCCCCCCCCCCCC)(=O)[O-].[Zn+2].C(CCCCCCCCCCCCCCCCC)(=O)[O-] (zinc stearate). Isolated yield 94.9%. Procedure details: A solution of 4.4 g (13.1 mmole) of ethyl 3-phenyl-4-(4-trifluoromethylphenyl)butanoate dissolved in 50 ml of tetrahydrofuran was added dropwise over a ten minute period to a 250 ml flask containing a 0° C. mixture of lithium aluminum hydride (745 mg, 19.6 mmole) in 50 ml of tetrahydrofuran. The resulting mixture was warmed to room temperature (22° C.), stirred at that temperature for about 2 hours, cooled to 0° C. again, and quenched by adding approximately 25 ml of water dropwise over a five m... Starting materials: C1(=CC=CC=C1)C(CC(=O)OCC)CC1=CC=C(C=C1)C(F)(F)F (ethyl 3-phenyl-4-(4-trifluoromethylphenyl)butanoate), [H-].[Al+3].[Li+].[H-].[H-].[H-] (lithium aluminum hydride). Product: C1(=CC=CC=C1)C(CCO)CC1=CC=C(C=C1)C(F)(F)F (3-phenyl-4-(4-trifluoromethylphenyl)butanol). Run at temperature 22 celsius, time 2 hour. Reaction SMILES: [C:1]1([CH:7]([CH2:14][C:15]2[CH:20]=[CH:19][C:18]([C:21]([F:24])([F:23])[F:22])=[CH:17][CH:16]=2)[CH2:8][C:9](OCC)=[O:10])[CH:6]=[CH:5][CH:4]=[CH:3][CH:2]=1.[H-].[Al+3].[Li+].[H-].[H-].[H-]>O1CCCC1>[C:1]1([CH:7]([CH2:14][C:15]2[CH:16]=[CH:17][C:18]([C:21]([F:22])([F:23])[F:24])=[CH:19][CH:20]=2)[CH2:8][CH2:9][OH:10])[CH:2]=[CH:3][CH:4]=[CH:5][CH:6]=1 |f:1.2.3.4.5.6|. Run in O1CCCC1 (tetrahydrofuran), O1CCCC1 (tetrahydrofuran).